Dataset: the Open Reaction Database (ORD), a public repository of structured organic reaction records. Task: describe an organic reaction: reactants, conditions, products, and yield Starting materials: CCCCC(CC)C(=O)[O-], CCOC(C)=O, CCN(C(C)C)C(C)C, CC1(C)SC2C(N)C(=O)N2C1C(=O)O, ClC(Cl)Cl, [Na+]. The product is CC[NH+](C(C)C)C(C)C, CC1(C)SC2C(N)C(=O)N2C1C(=O)O. Reaction SMILES: [CH2:24]([CH:25]([CH2:26][CH2:27][CH2:28][CH3:29])[C:30]([O-:31])=[O:32])[CH3:33].[CH3:39][CH2:40][O:41][C:42](=[O:43])[CH3:44].[CH:15]([CH3:16])([CH3:17])[N:18]([CH2:19][CH3:20])[CH:21]([CH3:22])[CH3:23].[CH:1]12[S:2][C:3]([CH3:4])([CH3:5])[CH:6]([C:12]([OH:13])=[O:14])[N:7]1[C:8](=[O:9])[CH:10]2[NH2:11].[CH:35]([Cl:36])([Cl:37])[Cl:38].[Na+:34]>>[CH:15]([CH3:16])([CH3:17])[NH+:18]([CH2:19][CH3:20])[CH:21]([CH3:22])[CH3:23].[CH:1]12[S:2][C:3]([CH3:4])([CH3:5])[CH:6]([C:12](=[O:13])[OH:14])[N:7]1[C:8](=[O:9])[CH:10]2[NH2:11]. Starting materials: CC=1C=C(CBr)C=CC1 (3-methylbenzyl bromide), CN1C(CCC1)=O (N-Methylpyrrolidone), NC1=NC=2C=C(C=CC2C2=C1N=C(N2CC(C)C)COCC)O (4-Amino-2-ethoxymethyl-1-(2-methylpropyl)-1H-imidazo[4,5-c]quinolin-7-ol), C([O-])([O-])=O.[Cs+].[Cs+] (cesium carbonate). Run in CN(C)C=O (DMF), CN(C)C=O (DMF). Conditions: time 8 hour. Yields the product C(C)OCC=1N(C2=C(C(=NC=3C=C(C=CC23)OCC2=CC(=CC=C2)C)N)N1)CC(C)C (2-ethoxymethyl-7-(3-methylbenzyloxy)-1-(2-methylpropyl)-1H-imidazo[4,5-c]quinolin-4-amine). Isolated yield 43.1%. RXN SMILES: [NH2:1][C:2]1[C:11]2[N:12]=[C:13]([CH2:19][O:20][CH2:21][CH3:22])[N:14]([CH2:15][CH:16]([CH3:18])[CH3:17])[C:10]=2[C:9]2[CH:8]=[CH:7][C:6]([OH:23])=[CH:5][C:4]=2[N:3]=1.[CH3:24][C:25]1[CH:26]=[C:27]([CH:30]=[CH:31][CH:32]=1)[CH2:28]Br.C(=O)([O-])[O-].[Cs+].[Cs+].CN1CCCC1=O>CN(C=O)C>[CH2:21]([O:20][CH2:19][C:13]1[N:14]([CH2:15][CH:16]([CH3:17])[CH3:18])[C:10]2[C:9]3[CH:8]=[CH:7][C:6]([O:23][CH2:24][C:25]4[CH:32]=[CH:31][CH:30]=[C:27]([CH3:28])[CH:26]=4)=[CH:5][C:4]=3[N:3]=[C:2]([NH2:1])[C:11]=2[N:12]=1)[CH3:22] |f:2.3.4|. Procedure details: The general method described for Examples 22-32 was followed using the following modifications. 4-Amino-2-ethoxymethyl-1-(2-methylpropyl)-1H-imidazo[4,5-c]quinolin-7-ol (310 mg, 0.97 mmol) was dissolved in DMF (15 mL) with heating but precipitated from the solution as it cooled to room temperature. A solution of 3-methylbenzyl bromide (197 mg, 1.07 mmol) in DMF (0.5 mL) was added followed by solid cesium carbonate (643 mg, 1.97 mmol). N-Methylpyrrolidone (1 mL) was added to the reaction, and the... The reactants are CC1=C(C=C(C(=C1)OC)[N+](=O)[O-])O (2-methyl-4-methoxy-5-nitrophenol). Reagents/catalysts: [Pd] (palladium-on-carbon). Run in C(C)O (ethanol). Run at time 5 hour. The product is CC1=C(C=C(C(=C1)OC)N)O (2-methyl-4-methoxy-5-aminophenol). Yield: 78.5%. RXN SMILES: [CH3:1][C:2]1[CH:7]=[C:6]([O:8][CH3:9])[C:5]([N+:10]([O-])=O)=[CH:4][C:3]=1[OH:13]>[Pd].C(O)C>[CH3:1][C:2]1[CH:7]=[C:6]([O:8][CH3:9])[C:5]([NH2:10])=[CH:4][C:3]=1[OH:13]. Procedure: 320 mg of 10% palladium-on-carbon, 2.90 g (15.8 mmol) of 2-methyl-4-methoxy-5-nitrophenol and 75 ml of ethanol were fed into an autoclave (300 ml). The mixture was then hydrogenated at 50° C. under 50 kg/cm2 for 5 hours. After allowing to cool, the catalyst was filtered off and the solvent was distilled off under reduced pressure. Thus 19.0 g (12.4 mmol) of 2-methyl-4-methoxy-5-aminophenol was obtained in the form of brown crystals. The 1H-NMR spectra of this product showed no impurities. The yi... Reactants: COCC1N(CCC1)C1=CC=CC(=N1)NC=1C=2N(N=C(C1)C=1C=C(C(=O)OC)C=CC1)C=CN2 (methyl 3-(8-(6-(2-(methoxymethyl)pyrrolidin-1-yl)pyridin-2-ylamino)imidazo[1,2-b]pyridazin-6-yl)benzoate), [OH-].[Na+] (NaOH). The solvent is O1CCOCC1 (dioxane), O (H2O). Product: COCC1N(CCC1)C1=CC=CC(=N1)NC=1C=2N(N=C(C1)C=1C=C(C(=O)O)C=CC1)C=CN2 (3-(8-(6-(2-(methoxymethyl)pyrrolidin-1-yl)pyridin-2-ylamino)imidazo[1,2-b]pyridazin-6-yl)benzoic acid). Isolated yield 24.5%. RXN SMILES: [CH3:1][O:2][CH2:3][CH:4]1[CH2:8][CH2:7][CH2:6][N:5]1[C:9]1[N:14]=[C:13]([NH:15][C:16]2[C:17]3[N:18]([CH:32]=[CH:33][N:34]=3)[N:19]=[C:20]([C:22]3[CH:23]=[C:24]([CH:29]=[CH:30][CH:31]=3)[C:25]([O:27]C)=[O:26])[CH:21]=2)[CH:12]=[CH:11][CH:10]=1.[OH-].[Na+]>O1CCOCC1.O>[CH3:1][O:2][CH2:3][CH:4]1[CH2:8][CH2:7][CH2:6][N:5]1[C:9]1[N:14]=[C:13]([NH:15][C:16]2[C:17]3[N:18]([CH:32]=[CH:33][N:34]=3)[N:19]=[C:20]([C:22]3[CH:23]=[C:24]([CH:29]=[CH:30][CH:31]=3)[C:25]([OH:27])=[O:26])[CH:21]=2)[CH:12]=[CH:11][CH:10]=1 |f:1.2|. Procedure: To a stirred solution of methyl 3-(8-(6-(2-(methoxymethyl)pyrrolidin-1-yl)pyridin-2-ylamino)imidazo[1,2-b]pyridazin-6-yl)benzoate (0.155 g, 0.34 mmol) in dioxane (10 mL) and H2O (4 mL) was added NaOH (135 mg, 3.4 mmol) at 40° C. After 4 h the mixture was washed with ether (10 mL), the aqueous layer adjusted to pH=4 with concentrated HCl, then was concentrated and filtered. The collected solid was washed with ether and dried to afford 3-(8-(6-(2-(methoxymethyl)pyrrolidin-1-yl)pyridin-2-ylamino)im... Starting materials: ClC1=NC(=CC2=CC=CC(=C12)Cl)[C@H](C)NC(OCC1C2=CC=CC=C2C=2C=CC=CC12)=O ((S)-(9H-fluoren-9-yl)methyl 1-(1,8-dichloroisoquinolin-3-yl)ethylcarbamate), C(CCC)[Sn](C=C)(CCCC)CCCC (tributyl(vinyl)stannane), C1=CC=C(C=C1)P(C2=CC=CC=C2)C3=CC=CC=C3 (PPh3). The reagents and catalysts are CC(=O)[O-].CC(=O)[O-].[Pd+2] (Pd(OAc)2). The solvent is C1CCOC1 (THF). Yields the product ClC=1C=CC=C2C=C(N=C(C12)C=C)[C@H](C)NC(OCC1C2=CC=CC=C2C=2C=CC=CC12)=O ((S)-(9H-fluoren-9-yl)methyl 1-(8-chloro-1-vinylisoquinolin-3-yl)ethylcarbamate). RXN SMILES: Cl[C:2]1[C:11]2[C:6](=[CH:7][CH:8]=[CH:9][C:10]=2[Cl:12])[CH:5]=[C:4]([C@@H:13]([NH:15][C:16](=[O:32])[O:17][CH2:18][CH:19]2[C:31]3[CH:30]=[CH:29][CH:28]=[CH:27][C:26]=3[C:25]3[C:20]2=[CH:21][CH:22]=[CH:23][CH:24]=3)[CH3:14])[N:3]=1.[CH2:33]([Sn](CCCC)(CCCC)C=C)[CH2:34]CC.C1C=CC(P(C2C=CC=CC=2)C2C=CC=CC=2)=CC=1>C1COCC1.CC([O-])=O.CC([O-])=O.[Pd+2]>[Cl:12][C:10]1[CH:9]=[CH:8][CH:7]=[C:6]2[C:11]=1[C:2]([CH:33]=[CH2:34])=[N:3][C:4]([C@@H:13]([NH:15][C:16](=[O:32])[O:17][CH2:18][CH:19]1[C:20]3[CH:21]=[CH:22][CH:23]=[CH:24][C:25]=3[C:26]3[C:31]1=[CH:30][CH:29]=[CH:28][CH:27]=3)[CH3:14])=[CH:5]2 |f:4.5.6|. Procedure details: To a solution of (S)-(9H-fluoren-9-yl)methyl-1-(1,8-dichloroisoquinolin-3-yl)ethylcarbamate (346) (36 g, 77.7 mmol, 1.0 eq) in THF (300 mL) under argon, tributyl(vinyl)stannane (27 g, 85.5 mmol, 1.1 eq), Pd(OAc)2 (5.23 g, 23.3 mmol, 0.3 eq) and PPh3 (12.2 g, 46.6 mmol, 0.6 eq) were added, and the resulting mixture was stirred at reflux for 16 h. The mixture was allowed to cool to RT and then concentrated in vacuo. The residue was purified by flash column chromatography on silica gel (2-30% ethyl... Reactants: Brc1ccccc1, CC(C)(C)N, C1CCOC1, [Li]CCCC. Yields the product CC(C)(C)Nc1ccccc1. RXN SMILES: [Br:11][c:12]1[cH:13][cH:14][cH:15][cH:16][cH:17]1.[C:1]([CH3:2])([CH3:3])([CH3:4])[NH2:5].[CH2:18]1[O:19][CH2:20][CH2:21][CH2:22]1.[CH2:6]([Li:7])[CH2:8][CH2:9][CH3:10]>>[C:1]([CH3:2])([CH3:3])([CH3:4])[NH:5][c:12]1[cH:13][cH:14][cH:15][cH:16][cH:17]1. Reactants: ClC1=CC=C(C=C1)C(N1CCNCC1)C1=CC=CC=C1 (1-[(4-Chlorophenyl)phenylmethyl]piperazine), CN(S(=O)(=O)CCCCCCl)C (N,N-dimethyl-5-chloropentanesulfonamide). The solvent is C(C)N(C(C)C)C(C)C (N-ethyldiisopropylamine). The product is CN(S(=O)(=O)CCCCCN1CCN(CC1)C(C1=CC=CC=C1)C1=CC=C(C=C1)Cl)C (N,N-dimethyl-5-[4-[(4-chlorophenyl)phenylmethyl]-1-piperazinyl]pentanesulfonamide). The yield is 92.4%. As a reaction SMILES: [Cl:1][C:2]1[CH:7]=[CH:6][C:5]([CH:8]([C:15]2[CH:20]=[CH:19][CH:18]=[CH:17][CH:16]=2)[N:9]2[CH2:14][CH2:13][NH:12][CH2:11][CH2:10]2)=[CH:4][CH:3]=1.[CH3:21][N:22]([CH3:32])[S:23]([CH2:26][CH2:27][CH2:28][CH2:29][CH2:30]Cl)(=[O:25])=[O:24]>C(N(C(C)C)C(C)C)C>[CH3:21][N:22]([CH3:32])[S:23]([CH2:26][CH2:27][CH2:28][CH2:29][CH2:30][N:12]1[CH2:11][CH2:10][N:9]([CH:8]([C:5]2[CH:4]=[CH:3][C:2]([Cl:1])=[CH:7][CH:6]=2)[C:15]2[CH:16]=[CH:17][CH:18]=[CH:19][CH:20]=2)[CH2:14][CH2:13]1)(=[O:24])=[O:25]. Reported procedure: 1-[(4-Chlorophenyl)phenylmethyl]piperazine (573.6 mg, 2.00 mmol) and N,N-dimethyl-5-chloropentanesulfonamide (470.2 mg, 2.20 mmol) were refluxed in N-ethyldiisopropylamine (2 ml) for 6 hours. The reaction mixture was concentrated in vacuo, and water was added thereto. The mixture was extracted with chloroform. The chloroform layer was washed with water, and dried over anhydrous magnesium sulfate. Subsequently, the solvent was removed by evaporation in vacuo. The resulting crude product was purif... Reactants: COc1ccc(CNC(=O)C(COCC2CCCCC2)NC(=O)OC(C)(C)C)cc1, Cl, C1COCCO1. The product is COc1ccc(CNC(=O)C(N)COCC2CCCCC2)cc1, Cl. RXN SMILES: [CH3:2][O:3][c:4]1[cH:5][cH:6][c:7]([CH2:8][NH:9][C:10]([CH:11]([CH2:12][O:13][CH2:14][CH:15]2[CH2:16][CH2:17][CH2:18][CH2:19][CH2:20]2)[NH:21][C:22]([O:23][C:24]([CH3:25])([CH3:26])[CH3:27])=[O:28])=[O:29])[cH:30][cH:31]1.[ClH:1].[O:32]1[CH2:33][CH2:34][O:35][CH2:36][CH2:37]1>>[CH3:2][O:3][c:4]1[cH:5][cH:6][c:7]([CH2:8][NH:9][C:10]([CH:11]([CH2:12][O:13][CH2:14][CH:15]2[CH2:16][CH2:17][CH2:18][CH2:19][CH2:20]2)[NH2:21])=[O:29])[cH:30][cH:31]1.[ClH:1]. Starting materials: Br, COC(=O)N1CCC(c2cc(=O)[nH]o2)CC1Cc1cc(F)cc(F)c1. Yields the product O=c1cc(C2CCNC(Cc3cc(F)cc(F)c3)C2)o[nH]1. RXN SMILES: [BrH:26].[F:1][c:2]1[cH:3][c:4]([CH2:5][CH:6]2[N:7]([C:18]([O:19][CH3:20])=[O:21])[CH2:8][CH2:9][CH:10]([c:12]3[cH:13][c:14](=[O:17])[nH:15][o:16]3)[CH2:11]2)[cH:22][c:23]([F:25])[cH:24]1>>[F:1][c:2]1[cH:3][c:4]([CH2:5][CH:6]2[NH:7][CH2:8][CH2:9][CH:10]([c:12]3[cH:13][c:14](=[O:17])[nH:15][o:16]3)[CH2:11]2)[cH:22][c:23]([F:25])[cH:24]1. The reactants are N(=NC(C#N)(C)C)C(C#N)(C)C (azobisisobutyronitrile), solution, C1(=CC=CC=C1)C (toluene). The solvent is CO (methanol). Reaction conditions: temperature 60 celsius, time 1 hour. The product is 17.0, C(=C)C=1NCCN1 (2-vinyl-2-imidazoline), C=CC1=CC=CC=C1 (styrene). As a reaction SMILES: [C:1]1([CH3:7])[CH:6]=[CH:5][CH:4]=[CH:3][CH:2]=1.[N:8]([C:15](C)(C)[C:16]#[N:17])=N[C:10](C)(C)C#N>CO>[CH:1]([C:7]1[NH:8][CH2:15][CH2:16][N:17]=1)=[CH2:6].[CH2:10]=[CH:7][C:1]1[CH:6]=[CH:5][CH:4]=[CH:3][CH:2]=1. Procedure: A solution of 17.0 parts 2-vinyl-2-imidazoline, 43.0 parts of styrene and 140.0 parts of toluene is prepared in a suitable polymerization vessel equipped with means for stirring and deaeration and temperature controls. After deaeration for 1 hour with a stream of nitrogen, the temperature is raised to 60° C. and polymerization is initiated by the addition of 100 ppm (based on total weight of imidazoline) of azobisisobutyronitrile as a 1.0% solution in methanol. After allowing the polymerization ...